This data is from the Open Reaction Database (ORD), a public repository of structured organic reaction records. The task is: describe an organic reaction: reactants, conditions, products, and yield Reactants: FC1=C(C=CC(=C1)N)NCCN1CCCCC1 (2-fluoro-N1-(2-(piperidin-1-yl)ethyl)benzene-1,4-diamine), C[Al](C)C (trimethylaluminium), N(C(=O)C)\C(=C/C(=O)OC)\C (methyl 3-acetaminocrotonate). Solvent: C(Cl)Cl (CH2Cl2), C(Cl)Cl (CH2Cl2). Conditions: time 0.5 hour. The product is FC=1C=C(C=CC1NCCN1CCCCC1)N1C(=NC(=CC1=O)C)C (3-(3-fluoro-4-((2-(piperidin-1-yl)ethyl)amino)phenyl)-2,6-dimethyl-pyrimidin-4(3H)-one). Isolated yield 4.8%. RXN SMILES: [F:1][C:2]1[CH:7]=[C:6]([NH2:8])[CH:5]=[CH:4][C:3]=1[NH:9][CH2:10][CH2:11][N:12]1[CH2:17][CH2:16][CH2:15][CH2:14][CH2:13]1.C[Al](C)C.[NH:22](/[C:26](/[CH3:32])=[CH:27]\[C:28](OC)=[O:29])[C:23]([CH3:25])=O>C(Cl)Cl>[F:1][C:2]1[CH:7]=[C:6]([N:8]2[C:28](=[O:29])[CH:27]=[C:26]([CH3:32])[N:22]=[C:23]2[CH3:25])[CH:5]=[CH:4][C:3]=1[NH:9][CH2:10][CH2:11][N:12]1[CH2:17][CH2:16][CH2:15][CH2:14][CH2:13]1. Procedure: To a solution of 2-fluoro-N1-(2-(piperidin-1-yl)ethyl)benzene-1,4-diamine (1.00 g, 4.21 mmol) in CH2Cl2 (30 mL) was added trimethylaluminium (6.3 mL, 12.6 mmol, 2 M in toluene) slowly. The mixture was stirred at rt for 0.5 h, followed by the addition of a solution of methyl 3-acetaminocrotonate (1.6 g, 10.18 mmol) in CH2Cl2 (8 mL). The reaction mixture was stirred at rt for 24 h, then quenched with saturated NH4Cl aqueous solution and extracted with CH2Cl2 (50 mL×3). The combined organic phases ... Starting materials: C(C)(C)(C)ON=C1C=C(OC2=CC(=CC=C12)Br)C=1N=CC2=CC=CC=C2C1 (7-bromo-2-isoquinolin-3-yl-chromen-4-one O-tert-butyl oxime), C(CC#C)O (3-butyn-1-ol). Yields the product OCCC#CC1=CC=C2C(C=C(OC2=C1)C=1N=CC2=CC=CC=C2C1)=NO (7-(4-Hydroxy-but-1-ynyl)-2-isoquinolin-3-yl-chromen-4-one oxime), oxime. RXN SMILES: C([O:5][N:6]=[C:7]1[C:16]2[C:11](=[CH:12][C:13](Br)=[CH:14][CH:15]=2)[O:10][C:9]([C:18]2[N:19]=[CH:20][C:21]3[C:26]([CH:27]=2)=[CH:25][CH:24]=[CH:23][CH:22]=3)=[CH:8]1)(C)(C)C.[CH2:28]([OH:32])[CH2:29][C:30]#[CH:31]>>[OH:32][CH2:28][CH2:29][C:30]#[C:31][C:13]1[CH:12]=[C:11]2[C:16]([C:7](=[N:6][OH:5])[CH:8]=[C:9]([C:18]3[N:19]=[CH:20][C:21]4[C:26]([CH:27]=3)=[CH:25][CH:24]=[CH:23][CH:22]=4)[O:10]2)=[CH:15][CH:14]=1. Procedure details: 7-(4-Hydroxy-but-1-ynyl)-2-isoquinolin-3-yl-chromen-4-one oxime was prepared in 10% overall yield using the method described in example 24, starting from 7-bromo-2-isoquinolin-3-yl-chromen-4-one O-tert-butyl oxime (example 2B) and 3-butyn-1-ol. The title compound was isolated as a yellow solid and as a 70/30 mixture of Z/E oxime isomers. Yields the product COc1ccc(NCCCC#N)c(C)c1. Reactants: N#CCCCBr, COC(C)(C)C, COc1ccc(N)c(C)c1, CCN(C(C)C)C(C)C, CN(C)C=O, O. RXN SMILES: [Br:20][CH2:21][CH2:22][CH2:23][C:24]#[N:25].[C:32]([O:33][CH3:34])([CH3:35])([CH3:36])[CH3:37].[CH3:10][O:11][c:12]1[cH:13][c:14]([CH3:19])[c:15]([NH2:16])[cH:17][cH:18]1.[CH:1]([N:2]([CH2:3][CH3:4])[CH:5]([CH3:6])[CH3:7])([CH3:8])[CH3:9].[O:27]=[CH:28][N:29]([CH3:30])[CH3:31].[OH2:26]>>[CH3:10][O:11][c:12]1[cH:13][c:14]([CH3:19])[c:15]([NH:16][CH2:21][CH2:22][CH2:23][C:24]#[N:25])[cH:17][cH:18]1. The reactants are C(C1=CC=CC=C1)C1C(C2=C(N(C(=C2)C(=O)OC)C(=O)OC(C)(C)C)C1)=O (1-tert-butyl 2-methyl 5-benzyl-4-oxo-5,6-dihydrocyclopenta[b]pyrrole-1,2(4H)-dicarboxylate), C(C1=CC=CC=C1)C1C(C2=C(NC(=C2)C(=O)OC)C1)=O (methyl 5-benzyl-4-oxo-1,4,5,6-tetrahydrocyclopenta[b]pyrrole-2-carboxylate), N1C=CC=C1 (pyrrole). Product: C(C1=CC=CC=C1)C1CC2=C(NC(=C2)C(=O)OC)C1 (methyl 5-benzyl-1,4,5,6-tetrahydrocyclopenta[b]pyrrole-2-carboxylate). Isolated yield 7.0%. As a reaction SMILES: [CH2:1]([CH:8]1[CH2:26][C:11]2[N:12](C(OC(C)(C)C)=O)[C:13]([C:15]([O:17][CH3:18])=[O:16])=[CH:14][C:10]=2[C:9]1=O)[C:2]1[CH:7]=[CH:6][CH:5]=[CH:4][CH:3]=1.C(C1CC2NC(C(OC)=O)=CC=2C1=O)C1C=CC=CC=1.N1C=CC=C1>>[CH2:1]([CH:8]1[CH2:26][C:11]2[NH:12][C:13]([C:15]([O:17][CH3:18])=[O:16])=[CH:14][C:10]=2[CH2:9]1)[C:2]1[CH:3]=[CH:4][CH:5]=[CH:6][CH:7]=1. Procedure: The title compound was synthesized from a mixture of 1-tert-butyl 2-methyl 5-benzyl-4-oxo-5,6-dihydrocyclopenta[b]pyrrole-1,2(4H)-dicarboxylate and methyl 5-benzyl-4-oxo-1,4,5,6-tetrahydrocyclopenta[b]pyrrole-2-carboxylate (0.267 g, 0.99 mmol, using the formula weight of the free pyrrole) according to General Procedure 5.1. Purification by column chromatography (0-30% EtOAc/heptane) yielded methyl 5-benzyl-1,4,5,6-tetrahydrocyclopenta[b]pyrrole-2-carboxylate as an off-white solid (0.017 g, 7% yi... Procedure details: To a 0.40 M solution of N,N-dimethylglycine (82.0 mg, 0.800 mmol) in EtOAc (2.00 mL, filtered through activated alumina) were added pentafluorophenol (162 mg, 0.880 mmol) and 1,3-dicyclohexylcarbodiimide (182 mg, 0.88 mmol). The reaction mixture was stirred for 12 h at rt at which time it was filtered (washing with EtOAc) and concentrated. Ester 18 was used immediately without further purification. As a reaction SMILES: [CH3:1][N:2]([CH3:7])[CH2:3][C:4]([OH:6])=[O:5].[F:8][C:9]1[C:14](O)=[C:13]([F:16])[C:12]([F:17])=[C:11]([F:18])[C:10]=1[F:19].C1(N=C=NC2CCCCC2)CCCCC1>CCOC(C)=O>[F:8][C:9]1[C:14]([O:5][C:4](=[O:6])[CH2:3][N:2]([CH3:7])[CH3:1])=[C:13]([F:16])[C:12]([F:17])=[C:11]([F:18])[C:10]=1[F:19]. The solvent is CCOC(=O)C (EtOAc). Reaction conditions: time 12 hour. Yields the product FC1=C(C(=C(C(=C1OC(CN(C)C)=O)F)F)F)F (dimethylamino-acetic acid pentafluorophenyl ester). The reactants are solution, CN(CC(=O)O)C (N,N-dimethylglycine), FC1=C(C(=C(C(=C1O)F)F)F)F (pentafluorophenol), C1(CCCCC1)N=C=NC1CCCCC1 (1,3-dicyclohexylcarbodiimide). Yield: 73.1%. Reagents/catalysts: [Zn] (zinc). Procedure details: To a solution of 4-chlorofuro[3,2-c]pyridine (10.0 g, 65.1 mmol) in acetic acid (130 mL) was added zinc (10.0 g, 153 mmol), and the mixture was heated under reflux for 2 hr and filtered. The filtrate was concentrated under reduced pressure. The residue was basified with 1M aqueous sodium hydroxide solution and extracted with ethyl acetate. The extract was dried over anhydrous sodium sulfate. The solvent was evaporated under reduced pressure and the residue was purified by silica gel column chrom... The solvent is C(C)(=O)O (acetic acid). As a reaction SMILES: Cl[C:2]1[C:7]2[CH:8]=[CH:9][O:10][C:6]=2[CH:5]=[CH:4][N:3]=1>C(O)(=O)C.[Zn]>[O:10]1[C:6]2[CH:5]=[CH:4][N:3]=[CH:2][C:7]=2[CH:8]=[CH:9]1. The product is O1C=CC=2C=NC=CC21 (furo[3,2-c]pyridine). Reactants: ClC1=NC=CC2=C1C=CO2 (4-chlorofuro[3,2-c]pyridine). RXN SMILES: [F:34][C:35]([c:36]1[cH:37][c:38]([C:39](=[O:40])[OH:41])[cH:42][c:43]([C:45]([F:46])([F:47])[F:48])[cH:44]1)([F:49])[F:50].[NH2:12][CH:13]1[CH:14]([c:26]2[cH:27][c:28]([F:33])[c:29]([Cl:32])[cH:30][cH:31]2)[CH2:15][N:16]([C:19](=[O:20])[O:21][C:22]([CH3:23])([CH3:24])[CH3:25])[CH2:17][CH2:18]1.[c:1]1([CH3:2])[cH:3][cH:4][c:5]([S:6]([OH:7])(=[O:8])=[O:9])[cH:10][cH:11]1>>[NH:12]([CH:13]1[CH:14]([c:26]2[cH:27][c:28]([F:33])[c:29]([Cl:32])[cH:30][cH:31]2)[CH2:15][N:16]([C:19](=[O:20])[O:21][C:22]([CH3:23])([CH3:24])[CH3:25])[CH2:17][CH2:18]1)[C:39]([c:38]1[cH:37][c:36]([C:35]([F:34])([F:49])[F:50])[cH:44][c:43]([C:45]([F:46])([F:47])[F:48])[cH:42]1)=[O:40]. The reactants are O=C(O)c1cc(C(F)(F)F)cc(C(F)(F)F)c1, CC(C)(C)OC(=O)N1CCC(N)C(c2ccc(Cl)c(F)c2)C1, Cc1ccc(S(=O)(=O)O)cc1. The product is CC(C)(C)OC(=O)N1CCC(NC(=O)c2cc(C(F)(F)F)cc(C(F)(F)F)c2)C(c2ccc(Cl)c(F)c2)C1.